Dataset: the Open Reaction Database (ORD), a public repository of structured organic reaction records. Task: describe an organic reaction: reactants, conditions, products, and yield The reactants are O (water), ClC=1C=C(C=CC1)C1=CNC(C=2C=CC=NC12)=O (8-(3-chlorophenyl)-1,6-naphthyridin-5-one), C([O-])([O-])=O.[K+].[K+] (potassium carbonate), ICC (iodoethane). The solvent is CN(C)C=O (DMF). Run at temperature 21 celsius, time 8 hour. The product is C(C)N1C(C=2C=CC=NC2C(=C1)C1=CC(=CC=C1)Cl)=O (6-ethyl-8-(3-chlorophenyl)-1,6-naphthyridin-5-one). Isolated yield 0.1%. Reaction SMILES: [Cl:1][C:2]1[CH:3]=[C:4]([C:8]2[C:17]3[N:16]=[CH:15][CH:14]=[CH:13][C:12]=3[C:11](=[O:18])[NH:10][CH:9]=2)[CH:5]=[CH:6][CH:7]=1.C(=O)([O-])[O-].[K+].[K+].I[CH2:26][CH3:27].O>CN(C=O)C>[CH2:26]([N:10]1[CH:9]=[C:8]([C:4]2[CH:5]=[CH:6][CH:7]=[C:2]([Cl:1])[CH:3]=2)[C:17]2[N:16]=[CH:15][CH:14]=[CH:13][C:12]=2[C:11]1=[O:18])[CH3:27] |f:1.2.3|. Procedure details: To a suspension of 8-(3-chlorophenyl)-1,6-naphthyridin-5-one (128 mg, 0.5 moles) and potassium carbonate (83 mg, 0.6 moles) in 10 ml DMF was added dropwise iodoethane (0.06 ml, 0.75 moles) under an atmosphere of nitrogen. The reaction mixture was stirred overnight at 21° C. The mixture was poured into 50 ml water and after stirring for one hour a white precipitate was collected and dried. Crystallization from ether/hexanes gave 117 mg (82% yield) of the desired 6-ethyl-8-(3-chlorophenyl)-1,6-nap... Reactants: CC=1N(C2=C(C(=NC=3C=NC=CC23)N)N1)CC(C)C (2-methyl-1-(2-methylpropyl)-1H-imidazo[4,5-c][1,7]naphthyridin-4-amine), [H][H] (hydrogen). The reagents and catalysts are [Pt]=O (platinum oxide). Solvent: FC(C(=O)O)(F)F (trifluoroacetic acid). The product is CC=1N(C2=C(C(=NC=3CNCCC23)N)N1)CC(C)C (6,7,8,9-tetrahydro-2-methyl-1-(2-methylpropyl)-1H-imidazo[4,5-c][1,7]naphthyridin-4-amine). Reaction SMILES: [CH3:1][C:2]1[N:3]([CH2:16][CH:17]([CH3:19])[CH3:18])[C:4]2[C:13]3[CH:12]=[CH:11][N:10]=[CH:9][C:8]=3[N:7]=[C:6]([NH2:14])[C:5]=2[N:15]=1.[H][H]>FC(F)(F)C(O)=O.[Pt]=O>[CH3:1][C:2]1[N:3]([CH2:16][CH:17]([CH3:19])[CH3:18])[C:4]2[C:13]3[CH2:12][CH2:11][NH:10][CH2:9][C:8]=3[N:7]=[C:6]([NH2:14])[C:5]=2[N:15]=1. Reported procedure: A catalytic amount of platinum oxide was added to a solution of 2-methyl-1-(2-methylpropyl)-1H-imidazo[4,5-c][1,7]naphthyridin-4-amine (0.1 g, 0.4 mol) in trifluoroacetic acid. The reaction mixture was reduced on a Parr apparatus at 50 psi (3.5 Kg/cm2) hydrogen, pressure overnight. The reaction mixture was filtered and washed with methanol to remove the catalyst, and the filtrate was concentrated under vacuum. The residue was combined with dichloromethane and aqueous sodium bicarbonate was added... Run at temperature -40 celsius, time 2.5 hour. Yield: 73.7%. RXN SMILES: [N+]([O-])([O-])=O.[K+].S[CH2:7][CH2:8][C:9]1[CH:19]=[CH:18][C:12]([C:13]([N:15]([CH3:17])[CH3:16])=[O:14])=[CH:11][C:10]=1[CH3:20].[S:21]([Cl:25])(Cl)(=[O:23])=[O:22]>CC#N.ClCCl>[CH3:16][N:15]([CH3:17])[C:13]([C:12]1[CH:18]=[CH:19][C:9]([CH2:8][CH2:7][S:21]([Cl:25])(=[O:23])=[O:22])=[C:10]([CH3:20])[CH:11]=1)=[O:14] |f:0.1|. Reactants: [N+](=O)([O-])[O-].[K+] (Potassium nitrate), SCCC1=C(C=C(C(=O)N(C)C)C=C1)C (4-(2-mercapto-ethyl)-3,N,N-trimethyl-benzamide), S(=O)(=O)(Cl)Cl (sulfuryl chloride). The solvent is ClCCl (dichloromethane), CC#N (MeCN). Product: CN(C(=O)C1=CC(=C(C=C1)CCS(=O)(=O)Cl)C)C (2-(4-dimethylcarbamoyl-2-methyl-phenyl)-ethanesulfonyl chloride). Reported procedure: Potassium nitrate (583 mg, 5.77 mmol) was added to a solution of 4-(2-mercapto-ethyl)-3,N,N-trimethyl-benzamide (514 mg, 2.30 mmol) in MeCN (23 ml) at room temperature. The mixture was cooled to −40° C., and sulfuryl chloride (1.68 M solution in dichloromethane, 3.46 ml, 5.81 mmol) was then added dropwise over 15 minutes. After stirring at −40° C. to −20° C. for 2.5 hours, the reaction mixture was diluted with dichloromethane (80 ml) and quenched with a saturated aqueous sodium bicarbonate solut... Reactants: CNC, O, OCCO, ClCCCCCCOc1ccc(-c2ccccc2)cc1. Yields the product CN(C)CCCCCCOc1ccc(-c2ccccc2)cc1. RXN SMILES: [CH3:25][NH:26][CH3:27].[OH2:28].[OH:21][CH2:22][CH2:23][OH:24].[c:1]1(-[c:15]2[cH:16][cH:17][cH:18][cH:19][cH:20]2)[cH:2][cH:3][c:4]([O:7][CH2:8][CH2:9][CH2:10][CH2:11][CH2:12][CH2:13][Cl:14])[cH:5][cH:6]1>>[c:1]1(-[c:15]2[cH:16][cH:17][cH:18][cH:19][cH:20]2)[cH:2][cH:3][c:4]([O:7][CH2:8][CH2:9][CH2:10][CH2:11][CH2:12][CH2:13][N:26]([CH3:25])[CH3:27])[cH:5][cH:6]1. Starting materials: O=C(O)c1ccc(-c2ccc3[nH]c(=O)ccc3c2)cc1, N, [Na], [Na], O=S(Cl)Cl. The product is NC(=O)c1ccc(-c2ccc3[nH]c(=O)ccc3c2)cc1. RXN SMILES: [C:3](=[O:4])([OH:5])[c:6]1[cH:7][cH:8][c:9](-[c:12]2[cH:13][c:14]3[cH:15][cH:16][c:17](=[O:22])[nH:18][c:19]3[cH:20][cH:21]2)[cH:10][cH:11]1.[NH3:23].[Na:1].[Na:2].[S:24]([Cl:25])([Cl:26])=[O:27]>>[C:3](=[O:4])([c:6]1[cH:7][cH:8][c:9](-[c:12]2[cH:13][c:14]3[cH:15][cH:16][c:17](=[O:22])[nH:18][c:19]3[cH:20][cH:21]2)[cH:10][cH:11]1)[NH2:23].